From a dataset of the Open Reaction Database (ORD), a public repository of structured organic reaction records. describe an organic reaction: reactants, conditions, products, and yield The reactants are NC=1C(=CC(=C(CNC(C(F)(F)F)=O)C1)F)Cl (N-(5-amino-4-chloro-2-fluorobenzyl)-2,2,2-trifluoroacetamide), N(=O)[O-].[Na+] (NaNO2), O.O.Cl[Sn]Cl (SnCl2.2H2O). The solvent is Cl (HCl). Product: ClC1=CC(=C(CNC(C(F)(F)F)=O)C=C1NN)F (N-(4-chloro-2-fluoro-5-hydrazinylbenzyl)-2,2,2-trifluoroacetamide). The yield is 50015.5%. Reaction SMILES: [NH2:1][C:2]1[C:3]([Cl:17])=[CH:4][C:5]([F:16])=[C:6]([CH:15]=1)[CH2:7][NH:8][C:9](=[O:14])[C:10]([F:13])([F:12])[F:11].[N:18]([O-])=O.[Na+].O.O.Cl[Sn]Cl>Cl>[Cl:17][C:3]1[C:2]([NH:1][NH2:18])=[CH:15][C:6]([CH2:7][NH:8][C:9](=[O:14])[C:10]([F:11])([F:12])[F:13])=[C:5]([F:16])[CH:4]=1 |f:1.2,3.4.5|. Procedure: The title compound was prepared according to the procedure described in step-1 of Intermediate-61 by using N-(5-amino-4-chloro-2-fluorobenzyl)-2,2,2-trifluoroacetamide (2.0 g, 0.007 mmol), NaNO2 (0.612 g, 0.008 mmol), SnCl2.2H2O (4.10 g, 0.018 mmol), and conc. HCl (100 mL) to afford 1.0 g of the desired product. The reactants are 10, BrC(C)C (2-bromopropane), COCC1(CCNCC1)NC1=CC=CC=C1 (4-(methoxymethyl)-N-phenyl-4-piperidinamine), C(C)N(C(C)=O)CC (N,N-diethylethanamide). Run in CN(C(C)=O)C (N,N-dimethylacetamide). Yields the product COCC1(CCN(CC1)C(C)C)NC1=CC=CC=C1 (4-(methoxymethyl)-1-(1-methylethyl)-N-phenyl-4-piperidinamine). Yield: 42.6%. RXN SMILES: Br[CH:2]([CH3:4])[CH3:3].[CH3:5][O:6][CH2:7][C:8]1([NH:14][C:15]2[CH:20]=[CH:19][CH:18]=[CH:17][CH:16]=2)[CH2:13][CH2:12][NH:11][CH2:10][CH2:9]1.C(N(CC)C(=O)C)C>CN(C)C(=O)C>[CH3:5][O:6][CH2:7][C:8]1([NH:14][C:15]2[CH:20]=[CH:19][CH:18]=[CH:17][CH:16]=2)[CH2:13][CH2:12][N:11]([CH:2]([CH3:4])[CH3:3])[CH2:10][CH2:9]1. Procedure: A mixture of 10 parts of 2-bromopropane, 9 parts of 4-(methoxymethyl)-N-phenyl-4-piperidinamine, 4.9 parts of N,N-diethylethanamide and 72 parts of N,N-dimethylacetamide is stirred and refluxed for 10.25 hours. After cooling, the formed N,N-diethylethanamine hydrobromide is filtered off and the filtrate is diluted with water. The product is extracted with methylbenzene. The extract is washed thoroughly with water, dried, filtered and evaporated. The residue is purified by column-chromatography o...